This data is from the Open Reaction Database (ORD), a public repository of structured organic reaction records. The task is: describe an organic reaction: reactants, conditions, products, and yield Starting materials: O=C([O-])[O-], Cc1nnc(-c2ccc3occ(-c4ccc(O)cc4)c3c2)o1, CS(=O)(=O)Cl, CN(C)C=O, CCOC(C)=O, [K+], [K+]. Yields the product Cc1nnc(-c2ccc3occ(-c4ccc(OS(C)(=O)=O)cc4)c3c2)o1. As a reaction SMILES: [C:28](=[O:29])([O-:30])[O-:31].[CH3:1][c:2]1[n:3][n:4][c:5](-[c:7]2[cH:8][cH:9][c:10]3[c:11]([c:12](-[c:15]4[cH:16][cH:17][c:18]([OH:21])[cH:19][cH:20]4)[cH:13][o:14]3)[cH:22]2)[o:6]1.[CH3:23][S:24]([Cl:25])(=[O:26])=[O:27].[CH3:34][N:35]([CH3:36])[CH:37]=[O:38].[CH3:39][CH2:40][O:41][C:42](=[O:43])[CH3:44].[K+:32].[K+:33]>>[CH3:1][c:2]1[n:3][n:4][c:5](-[c:7]2[cH:8][cH:9][c:10]3[c:11]([c:12](-[c:15]4[cH:16][cH:17][c:18]([O:21][S:24]([CH3:23])(=[O:26])=[O:27])[cH:19][cH:20]4)[cH:13][o:14]3)[cH:22]2)[o:6]1. Starting materials: Br[Mg]c1ccccc1 (effective_coupling_partner), CCOc1c(C)cc(C)cc1C (substrate). The reagents and catalysts are PCy3. Conditions: temperature 80 celsius, time 15 hour. Yields the product Cc2cc(C)c(c1ccccc1)c(C)c2. RXN SMILES: [Cl-:23].[ClH:24].[Fe:25].[OH2:17].[OH2:18].[OH2:19].[OH2:20].[OH2:21].[OH2:22].[OH2:26].[c:1]1([CH:11]=[C:12]([CH3:13])[N+:14]([O-:15])=[O:16])[cH:2][cH:3][cH:4][c:5]2[cH:6][cH:7][cH:8][cH:9][c:10]12>>[c:1]1([CH2:11][C:12]([CH3:13])=[O:17])[cH:2][cH:3][cH:4][c:5]2[cH:6][cH:7][cH:8][cH:9][c:10]12. The product is CC(=O)Cc1cccc2ccccc12. The reactants are [Cl-], Cl, [Fe], O, O, O, O, O, O, O, CC(=Cc1cccc2ccccc12)[N+](=O)[O-]. Starting materials: BrCC1=C(C(=O)OCC)C=CN=C1Cl (ethyl 3-(bromomethyl)-2-chloroisonicotinate), Cl.CC1=CC(=NC=C1OCCC(F)(F)F)C(C)N (1-(4-methyl-5-(3,3,3-trifluoropropoxy)pyridin-2-yl)ethanamine hydrochloride). Product: ClC1=NC=CC2=C1CN(C2=O)C(C)C2=NC=C(C(=C2)C)OCCC(F)(F)F (4-chloro-2-(1-(4-methyl-5-(3,3,3-trifluoropropoxy)pyridin-2-yl)ethyl)-2,3-dihydro-1H-pyrrolo[3,4-c]pyridin-1-one). Yield: 63.0%. Reaction SMILES: Br[CH2:2][C:3]1[C:13]([Cl:14])=[N:12][CH:11]=[CH:10][C:4]=1[C:5]([O:7]CC)=O.Cl.[CH3:16][C:17]1[C:22]([O:23][CH2:24][CH2:25][C:26]([F:29])([F:28])[F:27])=[CH:21][N:20]=[C:19]([CH:30]([NH2:32])[CH3:31])[CH:18]=1>>[Cl:14][C:13]1[C:3]2[CH2:2][N:32]([CH:30]([C:19]3[CH:18]=[C:17]([CH3:16])[C:22]([O:23][CH2:24][CH2:25][C:26]([F:29])([F:27])[F:28])=[CH:21][N:20]=3)[CH3:31])[C:5](=[O:7])[C:4]=2[CH:10]=[CH:11][N:12]=1 |f:1.2|. Reported procedure: The title compound is prepared in 63% yield (400 mg, colorless amorphous solid) from ethyl 3-(bromomethyl)-2-chloroisonicotinate (470 mg, 1.7 mmol, Step-1 of Intermediate-1) and 1-(4-methyl-5-(3,3,3-trifluoropropoxy)pyridin-2-yl)ethanamine hydrochloride (460 mg, 1.6 mmol, Amine-62, single enantiomer) in a similar manner to Intermediate-2.